This data is from the Open Reaction Database (ORD), a public repository of structured organic reaction records. The task is: describe an organic reaction: reactants, conditions, products, and yield Starting materials: C(C)(C)(C)OC(=O)N1CCC(CC1)C(=O)NC1=CC=C(CC(C(=O)N(CC)CC)C(=O)NS(=O)(=O)C2=CC3=CC=CC=C3C=C2)C=C1 (2-{4-[(1-tert-butyloxycarbonyl-4-piperidinylcarbonyl)amino]benzyl}-N,N-diethyl-N′-(2-naphthylsulfonyl)malonamide), FC(C(=O)O)(F)F (trifluoroacetic acid). Run in C(Cl)Cl (methylene chloride). Run at time 16 hour. Yields the product FC(C(=O)O)(F)F.C(C)N(C(C(C(=O)NS(=O)(=O)C1=CC2=CC=CC=C2C=C1)CC1=CC=C(C=C1)NC(=O)C1CCNCC1)=O)CC (N,N-diethyl-N′-(2-naphthylsulfonyl)-2-{4-[(4-piperidinylcarbonyl)amino]benzyl}malonamide trifluoroacetic acid salt). Reaction SMILES: C(OC([N:8]1[CH2:13][CH2:12][CH:11]([C:14]([NH:16][C:17]2[CH:47]=[CH:46][C:20]([CH2:21][CH:22]([C:30]([NH:32][S:33]([C:36]3[CH:45]=[CH:44][C:43]4[C:38](=[CH:39][CH:40]=[CH:41][CH:42]=4)[CH:37]=3)(=[O:35])=[O:34])=[O:31])[C:23]([N:25]([CH2:28][CH3:29])[CH2:26][CH3:27])=[O:24])=[CH:19][CH:18]=2)=[O:15])[CH2:10][CH2:9]1)=O)(C)(C)C.[F:48][C:49]([F:54])([F:53])[C:50]([OH:52])=[O:51]>C(Cl)Cl>[F:48][C:49]([F:54])([F:53])[C:50]([OH:52])=[O:51].[CH2:28]([N:25]([CH2:26][CH3:27])[C:23](=[O:24])[CH:22]([CH2:21][C:20]1[CH:46]=[CH:47][C:17]([NH:16][C:14]([CH:11]2[CH2:12][CH2:13][NH:8][CH2:9][CH2:10]2)=[O:15])=[CH:18][CH:19]=1)[C:30]([NH:32][S:33]([C:36]1[CH:45]=[CH:44][C:43]2[C:38](=[CH:39][CH:40]=[CH:41][CH:42]=2)[CH:37]=1)(=[O:34])=[O:35])=[O:31])[CH3:29] |f:3.4|. Procedure: To a solution of the compound (250 mg) obtained in Example 17 in methylene chloride (10 mL) was added trifluoroacetic acid (3 mL) at room temperature, and the mixture was stirred for 16 hr. After concentration under reduced pressure, an ether/chloroform mixture was added, and the precipitate was collected by filtration to give the title compound (247 mg) as a white solid.